Dataset: the Open Reaction Database (ORD), a public repository of structured organic reaction records. Task: describe an organic reaction: reactants, conditions, products, and yield The reactants are CC=1SC2=C(N1)C=CC(=C2)S(=O)(=O)N2CCCCC2 (N-(2-methylbenzothiazole-6-sulfonyl)piperidine), COS(=O)(=O)C1=CC=C(C=C1)C (p-toluenesulfonic acid methyl ester). Run at temperature 130 celsius. Yields the product S(=O)(=O)(O)C1=CC=C(C)C=C1.CC1SC2=C(N1C)C=CC(=C2)S(=O)(=O)N2CCCCC2 (N-(2,3-dimethylbenzothiazole-6-sulfonyl)piperidine tosylate). Isolated yield 85.0%. Reaction SMILES: [CH3:1][C:2]1[S:3][C:4]2[CH:10]=[C:9]([S:11]([N:14]3[CH2:19][CH2:18][CH2:17][CH2:16][CH2:15]3)(=[O:13])=[O:12])[CH:8]=[CH:7][C:5]=2[N:6]=1.[CH3:20][O:21][S:22]([C:25]1[CH:30]=[CH:29][C:28]([CH3:31])=[CH:27][CH:26]=1)(=[O:24])=[O:23]>>[S:22]([C:25]1[CH:30]=[CH:29][C:28]([CH3:31])=[CH:27][CH:26]=1)([OH:24])(=[O:23])=[O:21].[CH3:1][CH:2]1[N:6]([CH3:20])[C:5]2[CH:7]=[CH:8][C:9]([S:11]([N:14]3[CH2:19][CH2:18][CH2:17][CH2:16][CH2:15]3)(=[O:12])=[O:13])=[CH:10][C:4]=2[S:3]1 |f:2.3|. Procedure: A mixture of Compound 3 (1.0 g, 3.4 mmol) and p-toluenesulfonic acid methyl ester (0.94 g, 5.1 mmol) was heated in a pressure tube at 130° C. for 1 hour. The mixture was allowed to cool to room temperature, and the resulting mass was triturated with acetone (25 ml) until a gray colored solid separated. The solid was collected by centrifugation, washed with acetone and dried under vacuum to yield 1.4 g (86%) of Compound 4 whose structure is given below: The reactants are BrC1=CC=2C3=C(C(=NC2C=C1)N)N=CN3CC(C)C (8-Bromo-1-isobutyl-1H-imidazo[4,5-c]quinolin-4-amine), C1(=CC=CC=C1)B(O)O (benzeneboronic acid). Product: C(C(C)C)N1C=NC=2C(=NC=3C=CC(=CC3C21)C2=CC=CC=C2)N (1-isobutyl-8-phenyl-1H-imidazo[4,5-c]quinolin-4-amine). RXN SMILES: Br[C:2]1[CH:11]=[CH:10][C:9]2[N:8]=[C:7]([NH2:12])[C:6]3[N:13]=[CH:14][N:15]([CH2:16][CH:17]([CH3:19])[CH3:18])[C:5]=3[C:4]=2[CH:3]=1.[C:20]1(B(O)O)[CH:25]=[CH:24][CH:23]=[CH:22][CH:21]=1>>[CH2:16]([N:15]1[C:5]2[C:4]3[CH:3]=[C:2]([C:20]4[CH:25]=[CH:24][CH:23]=[CH:22][CH:21]=4)[CH:11]=[CH:10][C:9]=3[N:8]=[C:7]([NH2:12])[C:6]=2[N:13]=[CH:14]1)[CH:17]([CH3:19])[CH3:18]. Procedure details: 8-Bromo-1-isobutyl-1H-imidazo[4,5-c]quinolin-4-amine and benzeneboronic acid were coupled according to the general procedure described in Part J of Example 1. Recrystallization from isopropanol followed by recrystallization from methanol afforded 1-isobutyl-8-phenyl-1H-imidazo[4,5-c]quinolin-4-amine as a beige solid, m.p. 203–204° C. The reactants are [N+](=O)([O-])C1=CC=C(C=C1)N1CCNCC1 (1-(4-Nitrophenyl)piperazine), [N+](=O)([O-])C1=CC=C(CCBr)C=C1 (4-nitrophenethyl bromide), C([O-])(O)=O.[Na+] (sodium bicarbonate). Run in C(C)#N (acetonitrile). Yields the product [N+](=O)([O-])C1=CC=C(C=C1)N1CCN(CC1)CCC1=CC=C(C=C1)[N+](=O)[O-] (1-(4-Nitrophenyl)-4-(4-nitrophenethyl)piperazine). Yield: 50.8%. Reaction SMILES: [N+:1]([C:4]1[CH:9]=[CH:8][C:7]([N:10]2[CH2:15][CH2:14][NH:13][CH2:12][CH2:11]2)=[CH:6][CH:5]=1)([O-:3])=[O:2].[N+:16]([C:19]1[CH:27]=[CH:26][C:22]([CH2:23][CH2:24]Br)=[CH:21][CH:20]=1)([O-:18])=[O:17].C(=O)(O)[O-].[Na+]>C(#N)C>[N+:1]([C:4]1[CH:5]=[CH:6][C:7]([N:10]2[CH2:15][CH2:14][N:13]([CH2:24][CH2:23][C:22]3[CH:21]=[CH:20][C:19]([N+:16]([O-:18])=[O:17])=[CH:27][CH:26]=3)[CH2:12][CH2:11]2)=[CH:8][CH:9]=1)([O-:3])=[O:2] |f:2.3|. Procedure details: 1-(4-Nitrophenyl)piperazine (4.14 g), 4-nitrophenethyl bromide (4.6 g) and sodium bicarbonate (3.4 g) in acetonitrile (75 ml) were stirred under reflux for 1 day, and then evaporated to dryness. The residue was then triturated with water (300 ml), filtered, washed with water (300 ml), and the resulting solid was crystallized from ethyl acetate, yielding the title compound, (3.62 g), m.p. 143°-5°. The reactants are CCOC(=O)c1csc(CC)c1, [K+], [OH-], O. Yields the product CCc1cc(C(=O)O)cs1. As a reaction SMILES: [CH2:3]([CH3:4])[O:5][C:6](=[O:7])[c:8]1[cH:9][s:10][c:11]([CH2:13][CH3:14])[cH:12]1.[K+:2].[OH-:1].[OH2:15]>>[O:5]=[C:6]([OH:7])[c:8]1[cH:9][s:10][c:11]([CH2:13][CH3:14])[cH:12]1. The reactants are C(CCC)NC1=C(N)C=C(C=C1)C=1OC2=C(N1)C=CC=C2 (2-(2-n-Butylaminoanilin-5-yl)benzoxazole), Cl.C(C)(OC)=N (methyl acetimidate hydrochloride), C(O)([O-])=O.[Na+] (sodium hydrogen carbonate). Solvent: CO (methanol). Product: O1C(=NC2=C1C=CC=C2)C2=CC1=C(N(C(=N1)C)CCCC)C=C2 (5-(Benzoxazol-2-yl)-1-n-butyl-2-methylbenzimidazole). The yield is 89.7%. Reaction SMILES: [CH2:1]([NH:5][C:6]1[CH:12]=[CH:11][C:10]([C:13]2[O:14][C:15]3[CH:21]=[CH:20][CH:19]=[CH:18][C:16]=3[N:17]=2)=[CH:9][C:7]=1[NH2:8])[CH2:2][CH2:3][CH3:4].Cl.[C:23](=N)(OC)[CH3:24].C(=O)([O-])O.[Na+]>CO>[O:14]1[C:15]2[CH:21]=[CH:20][CH:19]=[CH:18][C:16]=2[N:17]=[C:13]1[C:10]1[CH:11]=[CH:12][C:6]2[N:5]([CH2:1][CH2:2][CH2:3][CH3:4])[C:23]([CH3:24])=[N:8][C:7]=2[CH:9]=1 |f:1.2,3.4|. Procedure details: To a methanol (5 mL) solution of 2-(2-n-butylaminoanilin-5-yl)benzoxazole (see Working Example 74-2) (300 mg, 1.07 mmol) was added methyl acetimidate hydrochloride (175 mg, 1.60 mmol), and this was heated to reflux for 3 hours. After the reaction was complete, saturated aqueous sodium hydrogen carbonate solution was added, and this was extracted with chloroform. After the organic layer obtained was dried over anhydrous sodium sulfate, it was filtered and concentrated. The crystals obtained were ... Starting materials: CC(C)(C)OC(=O)N1C(CCc2ccc(N=C=O)cc2)COC1(C)C, CCN(C(C)C)C(C)C, OCc1ccc(Cl)cc1, ClCCCl. Product: CC(C)(C)OC(=O)N1C(CCc2ccc(NC(=O)OCc3ccc(Cl)cc3)cc2)COC1(C)C. RXN SMILES: [C:1]([CH3:2])([CH3:3])([CH3:4])[O:5][C:6](=[O:7])[N:8]1[C:9]([CH3:24])([CH3:25])[O:10][CH2:11][CH:12]1[CH2:13][CH2:14][c:15]1[cH:16][cH:17][c:18]([N:21]=[C:22]=[O:23])[cH:19][cH:20]1.[CH:26]([N:27]([CH2:28][CH3:29])[CH:30]([CH3:31])[CH3:32])([CH3:33])[CH3:34].[Cl:35][c:36]1[cH:37][cH:38][c:39]([CH2:40][OH:41])[cH:42][cH:43]1.[Cl:44][CH2:45][CH2:46][Cl:47]>>[C:1]([CH3:2])([CH3:3])([CH3:4])[O:5][C:6](=[O:7])[N:8]1[C:9]([CH3:24])([CH3:25])[O:10][CH2:11][CH:12]1[CH2:13][CH2:14][c:15]1[cH:16][cH:17][c:18]([NH:21][C:22](=[O:23])[O:41][CH2:40][c:39]2[cH:38][cH:37][c:36]([Cl:35])[cH:43][cH:42]2)[cH:19][cH:20]1. The reactants are N,N,N,N-tetramethyl-O-(7-azabenzotriazol-1-yl)uronium hexafluorophosphate, C(C)(C)N1N=C(N=C1C=1N=C2N(CCOC3=C2C=CC(=C3)C=3C=NN(C3)C(C(=O)O)(C)C)C1)C (2-(4-(2-(1-isopropyl-3-methyl-1H-1,2,4-triazol-5-yl)-5,6-dihydrobenzo[f]imidazo[1,2-d][1,4]oxazepin-9-yl)-1H-pyrazol-1-yl)-2-methylpropanoic acid), [NH4+].[Cl-] (NH4Cl), CCN(C(C)C)C(C)C (DIPEA), C([O-])(O)=O.[Na+] (sodium bicarbonate). The solvent is CN(C)C=O (DMF). Conditions: time 2 hour. Product: C(C)(C)N1N=C(N=C1C=1N=C2N(CCOC3=C2C=CC(=C3)C=3C=NN(C3)C(C(=O)N)(C)C)C1)C (2-(4-(2-(1-isopropyl-3-methyl-1H-1,2,4-triazol-5-yl)-5,6-dihydrobenzo[f]imidazo[1,2-d][1,4]oxazepin-9-yl)-1H-pyrazol-1-yl)-2-methylpropanamide). The yield is 80.3%. RXN SMILES: [CH:1]([N:4]1[C:8]([C:9]2[N:10]=[C:11]3[C:17]4[CH:18]=[CH:19][C:20]([C:22]5[CH:23]=[N:24][N:25]([C:27]([CH3:32])([CH3:31])[C:28](O)=[O:29])[CH:26]=5)=[CH:21][C:16]=4[O:15][CH2:14][CH2:13][N:12]3[CH:33]=2)=[N:7][C:6]([CH3:34])=[N:5]1)([CH3:3])[CH3:2].[NH4+].[Cl-].CC[N:39](C(C)C)C(C)C.C(=O)(O)[O-].[Na+]>CN(C=O)C>[CH:1]([N:4]1[C:8]([C:9]2[N:10]=[C:11]3[C:17]4[CH:18]=[CH:19][C:20]([C:22]5[CH:23]=[N:24][N:25]([C:27]([CH3:32])([CH3:31])[C:28]([NH2:39])=[O:29])[CH:26]=5)=[CH:21][C:16]=4[O:15][CH2:14][CH2:13][N:12]3[CH:33]=2)=[N:7][C:6]([CH3:34])=[N:5]1)([CH3:2])[CH3:3] |f:1.2,4.5|. Procedure details: 2-(4-(2-(1-isopropyl-3-methyl-1H-1,2,4-triazol-5-yl)-5,6-dihydrobenzo[f]imidazo[1,2-d][1,4]oxazepin-9-yl)-1H-pyrazol-1-yl)-2-methylpropanoic acid 251 (90 mg, 0.2 mmol) was dissolved in DMF (2 mL) and treated with NH4Cl (40 mg, 0.8 mmol), DIPEA (0.3 mL, 2 mmol) followed by N,N,N,N-tetramethyl-O-(7-azabenzotriazol-1-yl)uronium hexafluorophosphate (HATU, 100 mg, 0.4 mmol). The mixture was stirred at room temperature for 2 hours. Saturated sodium bicarbonate was added, and the mixture was extracted ... Reactants: C1COCCN1, Nc1c2c(nc3ccccc13)CCCC2, Cc1ccccc1, O=Cc1ccc(F)cc1. Yields the product Fc1ccc(C=Nc2c3c(nc4ccccc24)CCCC3)cc1. RXN SMILES: [CH2:16]1[NH:17][CH2:18][CH2:19][O:20][CH2:21]1.[CH2:1]1[CH2:2][CH2:3][CH2:4][c:5]2[n:6][c:7]3[cH:8][cH:9][cH:10][cH:11][c:12]3[c:13]([NH2:15])[c:14]21.[CH3:31][c:32]1[cH:33][cH:34][cH:35][cH:36][cH:37]1.[F:22][c:23]1[cH:24][cH:25][c:26]([CH:27]=[O:28])[cH:29][cH:30]1>>[CH2:1]1[CH2:2][CH2:3][CH2:4][c:5]2[n:6][c:7]3[cH:8][cH:9][cH:10][cH:11][c:12]3[c:13]([N:15]=[CH:27][c:26]3[cH:25][cH:24][c:23]([F:22])[cH:30][cH:29]3)[c:14]21. Reactants: CN1CCNCC1, CS(=O)(=O)c1ccc(C(CC2CCCC2)C(=O)Nc2ncc(SCC(=O)O)s2)cc1. RXN SMILES: [CH3:31][N:32]1[CH2:33][CH2:34][NH:35][CH2:36][CH2:37]1.[CH:1]1([CH2:6][CH:7]([C:8](=[O:9])[NH:10][c:11]2[s:12][c:13]([S:16][CH2:17][C:18](=[O:19])[OH:20])[cH:14][n:15]2)[c:21]2[cH:22][cH:23][c:24]([S:27](=[O:28])(=[O:29])[CH3:30])[cH:25][cH:26]2)[CH2:2][CH2:3][CH2:4][CH2:5]1>>[CH:1]1([CH2:6][CH:7]([C:8](=[O:9])[NH:10][c:11]2[s:12][c:13]([S:16][CH2:17][C:18](=[O:20])[N:35]3[CH2:34][CH2:33][N:32]([CH3:31])[CH2:37][CH2:36]3)[cH:14][n:15]2)[c:21]2[cH:22][cH:23][c:24]([S:27](=[O:28])(=[O:29])[CH3:30])[cH:25][cH:26]2)[CH2:2][CH2:3][CH2:4][CH2:5]1. The product is CN1CCN(C(=O)CSc2cnc(NC(=O)C(CC3CCCC3)c3ccc(S(C)(=O)=O)cc3)s2)CC1.